This data is from the Open Reaction Database (ORD), a public repository of structured organic reaction records. The task is: describe an organic reaction: reactants, conditions, products, and yield Reactants: CN(C)C=O (DMF), C1=CC=CC=C1 (benzene), [Na+].C(C1=CC=CC=C1)OC1=C(C=CC=C1)CCCCCCCS(=O)(=O)[O-] (7-(2-Benzyloxy-phenyl)-heptanesulfonic acid sodium salt), S(=O)(Cl)Cl (thionyl chloride). Product: C(C1=CC=CC=C1)OC1=C(C=CC=C1)CCCCCCCS(=O)(=O)Cl (7-(2-Benzyloxy-phenyl)-heptanesulfonyl chloride), C(C1=CC=CC=C1)OC1=CC=C(C=C1)CCCCCCCS(=O)(=O)Cl (7-(4-Benzyloxy-phenyl)-heptanesulfonyl chloride). The yield is 38.0%. As a reaction SMILES: [Na+].[CH2:2]([O:9][C:10]1[CH:15]=[CH:14][CH:13]=[CH:12][C:11]=1[CH2:16][CH2:17][CH2:18][CH2:19][CH2:20][CH2:21][CH2:22][S:23]([O-:26])(=[O:25])=[O:24])[C:3]1[CH:8]=[CH:7][CH:6]=[CH:5][CH:4]=1.S(Cl)([Cl:29])=O.CN([CH:34]=[O:35])C.[CH:36]1[CH:41]=[CH:40][CH:39]=[CH:38][CH:37]=1>>[CH2:2]([O:9][C:10]1[CH:15]=[CH:14][CH:13]=[CH:12][C:11]=1[CH2:16][CH2:17][CH2:18][CH2:19][CH2:20][CH2:21][CH2:22][S:23]([Cl:29])(=[O:26])=[O:24])[C:3]1[CH:8]=[CH:7][CH:6]=[CH:5][CH:4]=1.[CH2:34]([O:35][C:14]1[CH:15]=[CH:10][C:11]([CH2:16][CH2:17][CH2:18][CH2:19][CH2:20][CH2:21][CH2:22][S:23]([Cl:29])(=[O:25])=[O:26])=[CH:12][CH:13]=1)[C:36]1[CH:41]=[CH:40][CH:39]=[CH:38][CH:37]=1 |f:0.1|. Procedure: 7-(2-Benzyloxy-phenyl)-heptanesulfonyl chloride (12.3) was synthesized as described in 12.1 using 11.3 (0.46 g, 0.64 mmol) and thionyl chloride (0.228 g, 1.92 mmol) in benzene (9 mL)/DMF (1 mL). Purification by flash column chromatography on silica gel gave the title compound (0.092 g, 38% yield from 10.3) as a viscous liquid. Reactants: O=C(Cl)c1cccc(C(F)(F)F)c1Cl, ClCCl, Fc1ccc(-c2c(C(F)(F)F)nc3n2CCNC3)cc1. The product is O=C(c1cccc(C(F)(F)F)c1Cl)N1CCn2c(nc(C(F)(F)F)c2-c2ccc(F)cc2)C1. RXN SMILES: [Cl:21][c:22]1[c:23]([C:24](=[O:25])[Cl:26])[cH:27][cH:28][cH:29][c:30]1[C:31]([F:32])([F:33])[F:34].[Cl:35][CH2:36][Cl:37].[F:1][c:2]1[cH:3][cH:4][c:5](-[c:8]2[c:9]([C:17]([F:18])([F:19])[F:20])[n:10][c:11]3[n:12]2[CH2:13][CH2:14][NH:15][CH2:16]3)[cH:6][cH:7]1>>[F:1][c:2]1[cH:3][cH:4][c:5](-[c:8]2[c:9]([C:17]([F:18])([F:19])[F:20])[n:10][c:11]3[n:12]2[CH2:13][CH2:14][N:15]([C:24]([c:23]2[c:22]([Cl:21])[c:30]([C:31]([F:32])([F:33])[F:34])[cH:29][cH:28][cH:27]2)=[O:25])[CH2:16]3)[cH:6][cH:7]1. Reactants: CCOC(=O)CC(C)=O, C1CCOC1, ClCc1ccc(COC2CCCCO2)cc1, [H-], [I-], [K+], [Na+]. Yields the product CCOC(=O)C(Cc1ccc(COC2CCCCO2)cc1)C(C)=O. As a reaction SMILES: [C:1]([CH2:2][C:3](=[O:4])[CH3:5])(=[O:6])[O:7][CH2:8][CH3:9].[CH2:30]1[O:31][CH2:32][CH2:33][CH2:34]1.[Cl:12][CH2:13][c:14]1[cH:15][cH:16][c:17]([CH2:18][O:19][CH:20]2[O:21][CH2:22][CH2:23][CH2:24][CH2:25]2)[cH:26][cH:27]1.[H-:10].[I-:29].[K+:28].[Na+:11]>>[C:1]([CH:2]([C:3](=[O:4])[CH3:5])[CH2:13][c:14]1[cH:15][cH:16][c:17]([CH2:18][O:19][CH:20]2[O:21][CH2:22][CH2:23][CH2:24][CH2:25]2)[cH:26][cH:27]1)(=[O:6])[O:7][CH2:8][CH3:9]. The reactants are Brc1cccnc1, C=Cc1cccc(CC2CN(C(=O)OC(C)(C)C)CCO2)c1, CC(=O)[O-], CC(=O)[O-], CC(C)(C)OC(=O)N1CCOC(Cc2cccc(CO)c2)C1, CC#N, [Pd+2]. Yields the product CC(C)(C)OC(=O)N1CCOC(Cc2cccc(C=Cc3cccnc3)c2)C1. RXN SMILES: [Br:1][c:2]1[cH:3][n:4][cH:5][cH:6][cH:7]1.[C:30](=[O:31])([O:32][C:33]([CH3:34])([CH3:35])[CH3:36])[N:37]1[CH2:38][CH:39]([CH2:43][c:44]2[cH:45][c:46]([CH:50]=[CH2:51])[cH:47][cH:48][cH:49]2)[O:40][CH2:41][CH2:42]1.[C:55]([O-:56])(=[O:57])[CH3:58].[C:60]([O-:61])(=[O:62])[CH3:63].[C:8]([N:9]1[CH2:10][CH2:11][O:12][CH:13]([CH2:14][c:15]2[cH:16][cH:17][cH:18][c:19]([CH2:20][OH:21])[cH:22]2)[CH2:23]1)([O:24][C:25]([CH3:26])([CH3:27])[CH3:28])=[O:29].[CH3:52][C:53]#[N:54].[Pd+2:59]>>[c:2]1([CH:51]=[CH:50][c:46]2[cH:45][c:44]([CH2:43][CH:39]3[CH2:38][N:37]([C:30](=[O:31])[O:32][C:33]([CH3:34])([CH3:35])[CH3:36])[CH2:42][CH2:41][O:40]3)[cH:49][cH:48][cH:47]2)[cH:3][n:4][cH:5][cH:6][cH:7]1. The reactants are NC=1C=C(C=CC1)C(C(F)(F)F)=NO (1-(3-aminophenyl)-2,2,2-trifluoroethanone oxime), BrCCOCCBr (bromoethyl ether), CCN(C(C)C)C(C)C (i-Pr2NEt). The solvent is C1(=CC=CC=C1)C (toluene). Yields the product FC(C(=NO)C1=CC(=CC=C1)N1CCOCC1)(F)F (2,2,2-Trifluoro-1-(3-morpholin-4-yl-phenyl)ethanone oxime). Isolated yield 89.3%. As a reaction SMILES: [NH2:1][C:2]1[CH:3]=[C:4]([C:8](=[N:13][OH:14])[C:9]([F:12])([F:11])[F:10])[CH:5]=[CH:6][CH:7]=1.Br[CH2:16][CH2:17][O:18][CH2:19][CH2:20]Br.CCN(C(C)C)C(C)C>C1(C)C=CC=CC=1>[F:10][C:9]([F:12])([F:11])[C:8]([C:4]1[CH:5]=[CH:6][CH:7]=[C:2]([N:1]2[CH2:20][CH2:19][O:18][CH2:17][CH2:16]2)[CH:3]=1)=[N:13][OH:14]. Reported procedure: A mixture of 1-(3-aminophenyl)-2,2,2-trifluoroethanone oxime (1.7 g), bromoethyl ether (2.246 g), and i-Pr2NEt (2.57 g) in toluene (20 mL) was refluxed for 4 hours. After cooling, the reaction mixture was quenched with water. The aqueous layer was extracted with dichloromethane, and the combined organic layers were dried over magnesium sulphate, filtered and concentrated in vacuo. The crude product was purified by silica gel flash chromatography (50% ethyl acetate in hexane) to give the title co... Starting materials: FC=1C=C(CBr)C=CC1 (3-fluorobenzyl bromide), BrC1=CC=C(C(=O)Cl)C=C1 (4-bromobenzoyl chloride). Product: BrC1=CC=C(C=C1)C(CC1=CC(=CC=C1)F)=O (1-(4-Bromophenyl)-2-(3-fluorophenyl)ethanone). RXN SMILES: [F:1][C:2]1[CH:3]=[C:4]([CH:7]=[CH:8][CH:9]=1)[CH2:5]Br.[Br:10][C:11]1[CH:19]=[CH:18][C:14]([C:15](Cl)=[O:16])=[CH:13][CH:12]=1>>[Br:10][C:11]1[CH:19]=[CH:18][C:14]([C:15](=[O:16])[CH2:5][C:4]2[CH:7]=[CH:8][CH:9]=[C:2]([F:1])[CH:3]=2)=[CH:13][CH:12]=1. Procedure details: The title compound was prepared according to the procedure of step 1 in the Example 169 using 3-fluorobenzyl bromide and 4-bromobenzoyl chloride.